From a dataset of the Open Reaction Database (ORD), a public repository of structured organic reaction records. describe an organic reaction: reactants, conditions, products, and yield Reactants: CC(C)=O, COC(OC)c1c(S(C)(=O)=O)ccc(C(=O)c2cnn(C)c2O)c1Cl, Cl. Product: Cn1ncc(C(=O)c2ccc(S(C)(=O)=O)c(C=O)c2Cl)c1O. As a reaction SMILES: [CH3:1][C:2](=[O:3])[CH3:4].[CH3:5][n:6]1[n:7][cH:8][c:9]([C:12]([c:13]2[c:14]([Cl:28])[c:15]([CH:23]([O:24][CH3:27])[O:25][CH3:26])[c:16]([S:19](=[O:20])(=[O:21])[CH3:22])[cH:17][cH:18]2)=[O:29])[c:10]1[OH:11].[ClH:30]>>[CH3:5][n:6]1[n:7][cH:8][c:9]([C:12]([c:13]2[c:14]([Cl:28])[c:15]([CH:23]=[O:24])[c:16]([S:19](=[O:20])(=[O:21])[CH3:22])[cH:17][cH:18]2)=[O:29])[c:10]1[OH:11]. Reactants: O=C(OC(C)(C)C)NC1=CC=C(C=C1)C(F)(F)F. Reagents/catalysts: O1BOC(C)(C)C1(C)C, N=1C=CC(=CC1C=2N=CC=C(C2)C(C)(C)C)C(C)(C)C, O1B(OC(C)(C)C1(C)C)B2OC(C)(C)C(O2)(C)C, C[OH2+].C[OH2+].C1CC=CCCC=C1.C1CC=CCCC=C1.[Ir].[Ir]. Run in C1CCCCC1. Reaction conditions: temperature 120 celsius, time 1 hour. Product: O=C(OC(C)(C)C)NC1=CC=C(C=C1B2OC(C)(C)C(O2)(C)C)C(F)(F)F. Isolated yield 82.0%. Reactants: Brc1ccc(Br)nc1, C1CCOC1, CN(C)C=CC=O, CC(C)[Mg+], [Cl-], Cl. Yields the product O=CC=Cc1ccc(Br)nc1. As a reaction SMILES: [Br:6][c:7]1[n:8][cH:9][c:10]([Br:13])[cH:11][cH:12]1.[CH2:22]1[O:23][CH2:24][CH2:25][CH2:26]1.[CH3:14][N:15]([CH:16]=[CH:17][CH:18]=[O:19])[CH3:20].[CH3:2][CH:3]([Mg+:4])[CH3:5].[Cl-:1].[ClH:21]>>[Br:6][c:7]1[n:8][cH:9][c:10]([CH:16]=[CH:17][CH:18]=[O:19])[cH:11][cH:12]1. Reactants: OCC1COc2ccc(Br)cc2O1, CS(=O)[O-], CS(C)=O, CCOC(C)=O, [Cu]I, [K+], [K+], [Na+], O=C([O-])[O-], O, O=C(O)C1CCCN1. Product: CS(=O)(=O)c1ccc2c(c1)OC(CO)CO2. Reaction SMILES: [Br:1][c:2]1[cH:3][cH:4][c:5]2[c:6]([cH:13]1)[O:7][CH:8]([CH2:11][OH:12])[CH2:9][O:10]2.[CH3:14][S:15](=[O:16])[O-:17].[CH3:33][S:34]([CH3:35])=[O:36].[CH3:39][CH2:40][O:41][C:42]([CH3:43])=[O:44].[Cu:37][I:38].[K+:27].[K+:28].[Na+:18].[O-:29][C:30]([O-:31])=[O:32].[OH2:45].[OH:19][C:20]([CH:21]1[NH:22][CH2:23][CH2:24][CH2:25]1)=[O:26]>>[c:2]1([S:15]([CH3:14])(=[O:16])=[O:17])[cH:3][cH:4][c:5]2[c:6]([cH:13]1)[O:7][CH:8]([CH2:11][OH:12])[CH2:9][O:10]2. Starting materials: [Br-], COc1ccccc1[Mg+], C1CCOC1, N#CC(C#N)=Cc1cccc2ccccc12. Yields the product COc1ccccc1C(c1cccc2ccccc12)C(C#N)C#N. Reaction SMILES: [Br-:17].[CH3:18][O:19][c:20]1[c:21]([Mg+:26])[cH:22][cH:23][cH:24][cH:25]1.[O:27]1[CH2:28][CH2:29][CH2:30][CH2:31]1.[c:1]1([CH:11]=[C:12]([C:13]#[N:14])[C:15]#[N:16])[cH:2][cH:3][cH:4][c:5]2[cH:6][cH:7][cH:8][cH:9][c:10]12>>[c:1]1([CH:11]([CH:12]([C:13]#[N:14])[C:15]#[N:16])[c:21]2[c:20]([O:19][CH3:18])[cH:25][cH:24][cH:23][cH:22]2)[cH:2][cH:3][cH:4][c:5]2[cH:6][cH:7][cH:8][cH:9][c:10]12. Starting materials: Cc1cc(Br)cc(C)c1O[Si](C)(C)C(C)(C)C, C1CCOC1, [Zn+]C1CC1, [Cl-], c1ccc(P(c2ccccc2)(c2ccccc2)[Pd](P(c2ccccc2)(c2ccccc2)c2ccccc2)(P(c2ccccc2)(c2ccccc2)c2ccccc2)P(c2ccccc2)(c2ccccc2)c2ccccc2)cc1. Product: Cc1cc(C2CC2)cc(C)c1O[Si](C)(C)C(C)(C)C. As a reaction SMILES: [Br:1][c:2]1[cH:3][c:4]([CH3:17])[c:5]([O:6][Si:7]([CH3:8])([CH3:9])[C:10]([CH3:11])([CH3:12])[CH3:13])[c:14]([CH3:16])[cH:15]1.[CH2:23]1[O:24][CH2:25][CH2:26][CH2:27]1.[CH:19]1([Zn+:22])[CH2:20][CH2:21]1.[Cl-:18].[cH:28]1[cH:29][cH:30][c:31]([P:32]([Pd:33]([P:34]([c:35]2[cH:36][cH:37][cH:38][cH:39][cH:40]2)([c:41]2[cH:42][cH:43][cH:44][cH:45][cH:46]2)[c:47]2[cH:48][cH:49][cH:50][cH:51][cH:52]2)([P:53]([c:54]2[cH:55][cH:56][cH:57][cH:58][cH:59]2)([c:60]2[cH:61][cH:62][cH:63][cH:64][cH:65]2)[c:66]2[cH:67][cH:68][cH:69][cH:70][cH:71]2)[P:72]([c:73]2[cH:74][cH:75][cH:76][cH:77][cH:78]2)([c:79]2[cH:80][cH:81][cH:82][cH:83][cH:84]2)[c:85]2[cH:86][cH:87][cH:88][cH:89][cH:90]2)([c:91]2[cH:92][cH:93][cH:94][cH:95][cH:96]2)[c:97]2[cH:98][cH:99][cH:100][cH:101][cH:102]2)[cH:103][cH:104]1>>[c:2]1([CH:19]2[CH2:20][CH2:21]2)[cH:3][c:4]([CH3:17])[c:5]([O:6][Si:7]([CH3:8])([CH3:9])[C:10]([CH3:11])([CH3:12])[CH3:13])[c:14]([CH3:16])[cH:15]1.